From a dataset of the Open Reaction Database (ORD), a public repository of structured organic reaction records. describe an organic reaction: reactants, conditions, products, and yield Starting materials: BrC=1N=C(C(N(C1)C(CC)CC)=O)SC (5-bromo-1-(1-ethylpropyl)-3-(methylthio)-2(1H)-pyrazinone), C[Al](C)C (trimethylaluminum). The reagents and catalysts are Cl[Pd]([P](C1=CC=CC=C1)(C2=CC=CC=C2)C3=CC=CC=C3)([P](C4=CC=CC=C4)(C5=CC=CC=C5)C6=CC=CC=C6)Cl (dichlorobis(triphenylphosphine)palladium(II)). Solvent: C1CCOC1 (THF). Reaction conditions: temperature 0 celsius. Yields the product C(C)C(CC)N1C(C(=NC(=C1)C)SC)=O (1-(1-Ethylpropyl)-5-methyl-3-(methylthio)-2(1H)-pyrazinone). Yield: 73.0%. Reaction SMILES: Br[C:2]1[N:3]=[C:4]([S:14][CH3:15])[C:5](=[O:13])[N:6]([CH:8]([CH2:11][CH3:12])[CH2:9][CH3:10])[CH:7]=1.[CH3:16][Al](C)C>C1COCC1.Cl[Pd](Cl)([P](C1C=CC=CC=1)(C1C=CC=CC=1)C1C=CC=CC=1)[P](C1C=CC=CC=1)(C1C=CC=CC=1)C1C=CC=CC=1>[CH2:9]([CH:8]([N:6]1[CH:7]=[C:2]([CH3:16])[N:3]=[C:4]([S:14][CH3:15])[C:5]1=[O:13])[CH2:11][CH3:12])[CH3:10] |^1:27,46|. Procedure: A solution of XXXI (2.0 g, 6.9 mmol) and dichlorobis(triphenylphosphine)palladium(II) (484 mg, 0.7 mmol) in THF (40 mL) was treated with trimethylaluminum (6.2 mL, 12.4 mmol, 2M/toluene) dropwise at 0° C. The reaction was refluxed for 4 h, cooled to 0° C. quenched with water (50 mL) and extracted with ethyl acetate (100 mL). The organic phase was dried (MgSO4), filtered, and concentrated in vacuo to give crude residue. Purification by flash column chromatography (silica, ethyl acetate:hexane 1:1...